This data is from the Open Reaction Database (ORD), a public repository of structured organic reaction records. The task is: describe an organic reaction: reactants, conditions, products, and yield The reactants are CCOC(=O)Cl, CC(C)(C)c1cc(N)n[nH]1, C1COCCO1. Yields the product CCOC(=O)Nc1cc(C(C)(C)C)[nH]n1. As a reaction SMILES: [Cl:11][C:12](=[O:13])[O:14][CH2:15][CH3:16].[NH2:1][c:2]1[n:3][nH:4][c:5]([C:7]([CH3:8])([CH3:9])[CH3:10])[cH:6]1.[O:17]1[CH2:18][CH2:19][O:20][CH2:21][CH2:22]1>>[NH:1]([c:2]1[n:3][nH:4][c:5]([C:7]([CH3:8])([CH3:9])[CH3:10])[cH:6]1)[C:12](=[O:13])[O:14][CH2:15][CH3:16]. Starting materials: C(CCC)OC(C(NC(=O)OCC(Cl)(Cl)Cl)OC(C)=O)=O (N-(β,β,β-trichloroethoxycarbonyl)-2-acetoxyglycine n-butyl ester), B(F)(F)F.CCOCC (boron trifluoride etherate), CC1=C(C(=CC=C1)C)O (2,6-dimethylphenol). Reagents/catalysts: C(Cl)Cl (methylene chloride). The product is C(CCC)OC(C(NC(=O)OCC(Cl)(Cl)Cl)C1=CC(=C(C(=C1)C)O)C)=O (N-(β,β,β-Trichloroethoxycarbonyl)-2-(4-hydroxy-3,5-dimethylphenyl)glycine n-butyl ester). Reaction SMILES: [CH2:1]([O:5][C:6](=[O:21])[CH:7](OC(=O)C)[NH:8][C:9]([O:11][CH2:12][C:13]([Cl:16])([Cl:15])[Cl:14])=[O:10])[CH2:2][CH2:3][CH3:4].[CH3:22][C:23]1[CH:28]=[CH:27][CH:26]=[C:25]([CH3:29])[C:24]=1[OH:30].B(F)(F)F.CCOCC>C(Cl)Cl>[CH2:1]([O:5][C:6](=[O:21])[CH:7]([C:27]1[CH:26]=[C:25]([CH3:29])[C:24]([OH:30])=[C:23]([CH3:22])[CH:28]=1)[NH:8][C:9]([O:11][CH2:12][C:13]([Cl:14])([Cl:15])[Cl:16])=[O:10])[CH2:2][CH2:3][CH3:4] |f:2.3|. Reported procedure: A solution of 1.8 g. (6 mmol.) of N-(β,β,β-trichloroethoxycarbonyl)-2-acetoxyglycine n-butyl ester and 1.2 g. (10 mmol.) of 2,6-dimethylphenol in 20 ml. of methylene chloride containing 3 drops of boron trifluoride etherate was stirred at 25° for 3 hours. The reaction mixture was concentrated in vacuo, 5 ml. of 2:1 hexanemethylene chloride was added and the resulting solution was chromatographed on silica gel. Elution with 2:1 hexanemethylene chloride then with methylene chloride containing incr...